describe an organic reaction: reactants, conditions, products, and yield From a dataset of the Open Reaction Database (ORD), a public repository of structured organic reaction records. The reactants are C(C)(=O)NC(CCC(=O)OC(C)(C)C)CC1=CC(=CC=C1)OC (tert-butyl 4-acetylamino-5-(3-methoxyphenyl)valerate), ice water, [OH-].[Na+] (sodium hydroxide). Solvent: O1CCOCC1 (1,4-dioxane), Cl (hydrogen chloride), O1CCOCC1 (1,4-dioxane). Conditions: time 1 hour. The product is C(C)(=O)NC(CCC(=O)O)CC1=CC(=CC=C1)OC (4-acetylamino-5-(3-methoxyphenyl)valeric acid). The yield is 86.3%. RXN SMILES: [C:1]([NH:4][CH:5]([CH2:15][C:16]1[CH:21]=[CH:20][CH:19]=[C:18]([O:22][CH3:23])[CH:17]=1)[CH2:6][CH2:7][C:8]([O:10]C(C)(C)C)=[O:9])(=[O:3])[CH3:2].[OH-].[Na+]>O1CCOCC1.Cl>[C:1]([NH:4][CH:5]([CH2:15][C:16]1[CH:21]=[CH:20][CH:19]=[C:18]([O:22][CH3:23])[CH:17]=1)[CH2:6][CH2:7][C:8]([OH:10])=[O:9])(=[O:3])[CH3:2] |f:1.2|. Procedure: To a solution of tert-butyl 4-acetylamino-5-(3-methoxyphenyl)valerate (508 mg) in 1,4-dioxane (2 ml), 4N hydrogen chloride in 1,4-dioxane (4 ml) was added and the solution was stirred for 1 hour. The solution was poured into ice water (6 ml) and the pH of the solution was adjusted to 12 with sodium hydroxide solution. The solution was washed successively with diisopropyl ether and ethyl acetate and the pH of the solution was adjusted to 1 with 6N hydrochloric acid. The solution was extracted wit... The reactants are COC=1C=C(CO)C=CC1[N+](=O)[O-] (3-methoxy-4-nitrobenzyl alcohol), [H][H] (hydrogen). Reagents/catalysts: [Pd] (palladium on carbon). Run in CO (methanol). Product: NC1=C(C=C(CO)C=C1)OC (4-amino-3-methoxybenzyl alcohol). The yield is 108.8%. RXN SMILES: [CH3:1][O:2][C:3]1[CH:4]=[C:5]([CH:8]=[CH:9][C:10]=1[N+:11]([O-])=O)[CH2:6][OH:7].[H][H]>[Pd].CO>[NH2:11][C:10]1[CH:9]=[CH:8][C:5]([CH2:6][OH:7])=[CH:4][C:3]=1[O:2][CH3:1]. Procedure details: A mixture of 3-methoxy-4-nitrobenzyl alcohol (1.0 g) and 10% palladium on carbon (100 mg) in methanol was stirred for 2 hours under 3 atmospheric pressure of hydrogen. After filtration, the filtrate was concentrated in vacuo to give 4-amino-3-methoxybenzyl alcohol (910 mg) as an oil. Reactants: NC(C#N)(CN1N=C2C=CC(=CC2=C1OCC)Cl)C (2-amino-3-(5-chloro-3-ethoxy-2H-indazol-2-yl)-2-methylpropionitrile), FC(C1=CC=C(C(=S)Cl)C=C1)(F)F (4-trifluoromethylthiobenzoyl chloride). Product: ClC1=CC2=C(N(N=C2C=C1)CC(C)(C#N)NC(C1=CC=C(C=C1)C(F)(F)F)=S)OCC (N-[2-(5-Chloro-3-ethoxy-2H-indazol-2-yl)-1-cyano-1-methylethyl]-4-trifluoromethylthiobenzamide), solid. Yield: 93.0%. As a reaction SMILES: [NH2:1][C:2]([CH3:19])([CH2:5][N:6]1[C:14]([O:15][CH2:16][CH3:17])=[C:13]2[C:8]([CH:9]=[CH:10][C:11]([Cl:18])=[CH:12]2)=[N:7]1)[C:3]#[N:4].[F:20][C:21]([F:32])([F:31])[C:22]1[CH:30]=[CH:29][C:25]([C:26](Cl)=[S:27])=[CH:24][CH:23]=1>>[Cl:18][C:11]1[CH:10]=[CH:9][C:8]2[C:13](=[C:14]([O:15][CH2:16][CH3:17])[N:6]([CH2:5][C:2]([NH:1][C:26](=[S:27])[C:25]3[CH:24]=[CH:23][C:22]([C:21]([F:20])([F:31])[F:32])=[CH:30][CH:29]=3)([C:3]#[N:4])[CH3:19])[N:7]=2)[CH:12]=1. Reported procedure: Using a procedure similar to that described in Example 1, except using 2-amino-3-(5-chloro-3-ethoxy-2H-indazol-2-yl)-2-methylpropionitrile (52 mg, described in Example 109) and 4-trifluoromethylthiobenzoyl chloride, the title compound was isolated as a white solid (83 mg, 93%). MS (ES): M/Z [M+H]=483. 1H NMR: (400 MHz, DMSO-d6): 1.26 (t, J=7.0 Hz, 3H), 1.71 (s, 3H), 4.52 (q, J=7.0 Hz, 2H), 4.78 (d, 1H), 4.93 (d, 1H), 7.16 (dd, J=9.3, 1.9 Hz, 1H), 7.47 (d, J=9.3 Hz, 1H), 7.85-7.89 (m, 3H), 7.96 (... The reactants are CC12CC(=O)C3C(CCC4CC(=O)CCC43C)C1CCC2C(=O)CBr, C1COCCN1, C1CCOC1, O. Yields the product CC12CC(=O)C3C(CCC4CC(=O)CCC43C)C1CCC2C(=O)CN1CCOCC1. RXN SMILES: [Br:1][CH2:2][C:3]([CH:4]1[CH2:5][CH2:6][CH:7]2[CH:8]3[CH2:9][CH2:10][CH:11]4[CH2:12][C:13](=[O:24])[CH2:14][CH2:15][C:16]4([CH3:17])[CH:18]3[C:19](=[O:23])[CH2:20][C:21]12[CH3:22])=[O:25].[CH2:26]1[CH2:27][O:28][CH2:29][CH2:30][NH:31]1.[O:33]1[CH2:34][CH2:35][CH2:36][CH2:37]1.[OH2:32]>>[CH2:2]([C:3]([CH:4]1[CH2:5][CH2:6][CH:7]2[CH:8]3[CH2:9][CH2:10][CH:11]4[CH2:12][C:13](=[O:24])[CH2:14][CH2:15][C:16]4([CH3:17])[CH:18]3[C:19](=[O:23])[CH2:20][C:21]12[CH3:22])=[O:25])[N:31]1[CH2:26][CH2:27][O:28][CH2:29][CH2:30]1.